Dataset: the Open Reaction Database (ORD), a public repository of structured organic reaction records. Task: describe an organic reaction: reactants, conditions, products, and yield Starting materials: BrC=1C(=NC=C(C(=O)NC2=CC=C(C=C2)OC(F)(F)F)C1)Cl (5-bromo-6-chloro-N-(4-(trifluoromethoxy)phenyl)nicotinamide), N1C[C@H](CC1)NC(OC(C)(C)C)=O ((S)-tert-butyl pyrrolidin-3-ylcarbamate). Yields the product BrC=1C(=NC=C(C1)C(NC1=CC=C(C=C1)OC(F)(F)F)=O)N1C[C@H](CC1)NC(OC(C)(C)C)=O ((S)-tert-Butyl (1-(3-bromo-5-((4-(trifluoromethoxy)phenyl)carbamoyl)pyridin-2-yl)pyrrolidin-3-yl)carbamate). As a reaction SMILES: [Br:1][C:2]1[C:3](Cl)=[N:4][CH:5]=[C:6]([CH:21]=1)[C:7]([NH:9][C:10]1[CH:15]=[CH:14][C:13]([O:16][C:17]([F:20])([F:19])[F:18])=[CH:12][CH:11]=1)=[O:8].[NH:23]1[CH2:27][CH2:26][C@H:25]([NH:28][C:29](=[O:35])[O:30][C:31]([CH3:34])([CH3:33])[CH3:32])[CH2:24]1>>[Br:1][C:2]1[C:3]([N:23]2[CH2:27][CH2:26][C@H:25]([NH:28][C:29](=[O:35])[O:30][C:31]([CH3:33])([CH3:32])[CH3:34])[CH2:24]2)=[N:4][CH:5]=[C:6]([C:7](=[O:8])[NH:9][C:10]2[CH:15]=[CH:14][C:13]([O:16][C:17]([F:20])([F:19])[F:18])=[CH:12][CH:11]=2)[CH:21]=1. Procedure: The title compound was prepared in an analogous fashion to that described in Stage 93.1 using 5-bromo-6-chloro-N-(4-(trifluoromethoxy)phenyl)nicotinamide (Stage 12.2) and (S)-tert-butyl pyrrolidin-3-ylcarbamate. LC-MS (Condition 6) tR=1.46 min, m/z=488.9 [M+H—H2C═C(CH3)2], m/z=544.9 [M+H]+. Starting materials: ClC1=CC(=CC=C1)C(=O)OO (m-chloroperbenzoic acid), C(C)OP(=O)(OCC)C=1C=NC=CC1 (3-diethylphosphonopyridine). Solvent: C(Cl)Cl (methylene chloride). Conditions: time 8 hour. Yields the product C(C)OP(=O)(OCC)C=1C=[N+](C=CC1)[O-] (3-(diethylphosphono)-pyridine-N-oxide). As a reaction SMILES: [CH2:1]([O:3][P:4]([C:9]1[CH:10]=[N:11][CH:12]=[CH:13][CH:14]=1)([O:6][CH2:7][CH3:8])=[O:5])[CH3:2].ClC1C=CC=C(C(OO)=[O:23])C=1>C(Cl)Cl>[CH2:1]([O:3][P:4]([C:9]1[CH:10]=[N+:11]([O-:23])[CH:12]=[CH:13][CH:14]=1)([O:6][CH2:7][CH3:8])=[O:5])[CH3:2]. Procedure details: A solution of 1.5g of 3-diethylphosphonopyridine, Bull. Chem. Soc. Jap. 55, 909 (1982), in 20 ml of methylene chloride is treated with 2.33g m-chloroperbenzoic acid at room temperature. The reaction mixture is allowed to stir at room temperature overnight, then concentrated under vacuum. The residue is partitioned between ether and water, the aqueous layer is concentrated under vacuum to afford 3-(diethylphosphono)-pyridine-N-oxide as a yellow oil. Reactants: O=C(CBr)c1ccccc1, O=C([O-])[O-], [K+], [K+], CN(C)C=O, Cc1cccc2nc(SCc3ccc(C(=O)c4ccc(O)cc4)cc3)n(C)c(=O)c12. Yields the product Cc1cccc2nc(SCc3ccc(C(=O)c4ccc(OCC(=O)c5ccccc5)cc4)cc3)n(C)c(=O)c12. As a reaction SMILES: [Br:31][CH2:32][C:33](=[O:34])[c:35]1[cH:36][cH:37][cH:38][cH:39][cH:40]1.[C:41](=[O:42])([O-:43])[O-:44].[K+:45].[K+:46].[O:47]=[CH:48][N:49]([CH3:50])[CH3:51].[OH:1][c:2]1[cH:3][cH:4][c:5]([C:6](=[O:7])[c:8]2[cH:9][cH:10][c:11]([CH2:12][S:13][c:14]3[n:15][c:16]4[cH:17][cH:18][cH:19][c:20]([CH3:26])[c:21]4[c:22](=[O:25])[n:23]3[CH3:24])[cH:27][cH:28]2)[cH:29][cH:30]1>>[O:1]([c:2]1[cH:3][cH:4][c:5]([C:6](=[O:7])[c:8]2[cH:9][cH:10][c:11]([CH2:12][S:13][c:14]3[n:15][c:16]4[cH:17][cH:18][cH:19][c:20]([CH3:26])[c:21]4[c:22](=[O:25])[n:23]3[CH3:24])[cH:27][cH:28]2)[cH:29][cH:30]1)[CH2:32][C:33](=[O:34])[c:35]1[cH:36][cH:37][cH:38][cH:39][cH:40]1. The reactants are [Si](C1=CC=CC=C1)(C1=CC=CC=C1)(C(C)(C)C)OCC1=CC=C(C(=C1N1C[C@H](O[C@H](C1)C)C)Cl)F ((2R,6S)-4-[6-({[tert-butyl(diphenyl)silyl]oxy}methyl)-2-chloro-3-fluorophenyl]-2,6-dimethylmorpholine), [Si](C1=CC=CC=C1)(C1=CC=CC=C1)(C(C)(C)C)OCC1=CC=C(C(=C1N1C[C@H](O[C@H](C1)C)C)Cl)F ((2R,6S)-4-[6-({[tert-butyl(diphenyl)silyl]oxy}methyl)-2-chloro-3-fluorophenyl]-2,6-dimethylmorpholine), CON(C(=O)C1=NC=CC=N1)C (N-methoxy-N-methylpyrimidine-2-carboxamide). Product: [Si](C1=CC=CC=C1)(C1=CC=CC=C1)(C(C)(C)C)OCC=1C(=C(C(=C(C1)C(=O)C1=NC=CC=N1)F)Cl)N1C[C@H](O[C@H](C1)C)C ({5-({[tert-butyl(diphenyl)silyl]oxy}methyl)-3-chloro-4-[(2R,6S)-2,6-dimethylmorpholin-4-yl]-2-fluorophenyl}(pyrimidin-2-yl)methanone). As a reaction SMILES: [Si:1]([O:18][CH2:19][C:20]1[C:25]([N:26]2[CH2:31][C@H:30]([CH3:32])[O:29][C@H:28]([CH3:33])[CH2:27]2)=[C:24]([Cl:34])[C:23]([F:35])=[CH:22][CH:21]=1)([C:14]([CH3:17])([CH3:16])[CH3:15])([C:8]1[CH:13]=[CH:12][CH:11]=[CH:10][CH:9]=1)[C:2]1[CH:7]=[CH:6][CH:5]=[CH:4][CH:3]=1.CON(C)[C:39]([C:41]1[N:46]=[CH:45][CH:44]=[CH:43][N:42]=1)=[O:40]>>[Si:1]([O:18][CH2:19][C:20]1[C:25]([N:26]2[CH2:31][C@H:30]([CH3:32])[O:29][C@H:28]([CH3:33])[CH2:27]2)=[C:24]([Cl:34])[C:23]([F:35])=[C:22]([C:39]([C:41]2[N:46]=[CH:45][CH:44]=[CH:43][N:42]=2)=[O:40])[CH:21]=1)([C:14]([CH3:16])([CH3:17])[CH3:15])([C:2]1[CH:7]=[CH:6][CH:5]=[CH:4][CH:3]=1)[C:8]1[CH:13]=[CH:12][CH:11]=[CH:10][CH:9]=1. Procedure: Starting materials: (2R,6S)-4-[6-({[tert-butyl(diphenyl)silyl]oxy}methyl)-2-chloro-3-fluorophenyl]-2,6-dimethylmorpholine (Intermediate 42) and N-methoxy-N-methylpyrimidine-2-carboxamide. As a reaction SMILES: [CH2:1]([N:8]1[CH2:13][CH2:12][N:11]([CH2:14][CH2:15][OH:16])[CH2:10][CH2:9]1)[C:2]1[CH:7]=[CH:6][CH:5]=[CH:4][CH:3]=1.[CH2:17]=[C:18]1[O:22][C:20](=[O:21])[CH2:19]1>>[C:20]([O:16][CH2:15][CH2:14][N:11]1[CH2:10][CH2:9][N:8]([CH2:1][C:2]2[CH:3]=[CH:4][CH:5]=[CH:6][CH:7]=2)[CH2:13][CH2:12]1)(=[O:21])[CH2:19][C:18]([CH3:17])=[O:22]. The yield is 90.2%. Starting materials: C(C1=CC=CC=C1)N1CCN(CC1)CCO (4-Benzyl-1-piperazineethanol), C=C1CC(=O)O1 (diketene). Product: C(CC(=O)C)(=O)OCCN1CCN(CC1)CC1=CC=CC=C1 (2-(4-benzyl-1-piperazinyl)ethyl acetoacetate). Procedure details: 4-Benzyl-1-piperazineethanol was reacted with diketene in the same manner as Reference Example 1-(2) to give 2-(4-benzyl-1-piperazinyl)ethyl acetoacetate as an oil. Yield 90.2%. NMR(CDCl3)δ: 2.26(3H, s), 2.47(8H, s), 2.61(2H, t, J=6), 3.41(2H, s), 3.47(2H, s), 4.22(2H, t, J=6), 7.21(5H, s). Reactants: CC(=O)O[BH-](OC(C)=O)OC(C)=O, O=C(Nc1cnc2ccccc2c1)c1ccc(NCCc2ccccc2)cc1, C[N+](C)(C)C, ClCCCl. Yields the product CN(CCc1ccccc1)c1ccc(C(=O)Nc2cnc3ccccc3c2)cc1. Reaction SMILES: [C:29]([O:30][BH-:31]([O:32][C:33](=[O:34])[CH3:35])[O:36][C:37](=[O:38])[CH3:39])(=[O:40])[CH3:41].[CH2:1]([CH2:2][c:3]1[cH:4][cH:5][cH:6][cH:7][cH:8]1)[NH:9][c:10]1[cH:11][cH:12][c:13]([C:14](=[O:15])[NH:16][c:17]2[cH:18][n:19][c:20]3[cH:21][cH:22][cH:23][cH:24][c:25]3[cH:26]2)[cH:27][cH:28]1.[CH3:42][N+:43]([CH3:44])([CH3:45])[CH3:46].[Cl:47][CH2:48][CH2:49][Cl:50]>>[CH2:1]([CH2:2][c:3]1[cH:4][cH:5][cH:6][cH:7][cH:8]1)[N:9]([c:10]1[cH:11][cH:12][c:13]([C:14](=[O:15])[NH:16][c:17]2[cH:18][n:19][c:20]3[cH:21][cH:22][cH:23][cH:24][c:25]3[cH:26]2)[cH:27][cH:28]1)[CH3:29].